From a dataset of the Open Reaction Database (ORD), a public repository of structured organic reaction records. describe an organic reaction: reactants, conditions, products, and yield The reactants are 9,65, CC(C(C#C)(CN1N=CN=C1)O)(C)C (4,4-dimethyl-3-hydroxy-3-[(1,2,4-triazol-1-yl)-methyl]-1-pentine), solution, Cl[O-].[Na+] (sodium hypochlorite). Run in C(Cl)Cl (methylene chloride). Product: ClC#CC(C(C)(C)C)(CN1N=CN=C1)O (1-chloro-4,4-dimethyl-3-hydroxy-3-[(1,2,4-triazol-1-yl)-methyl]-1-pentine). Isolated yield 86.0%. Reaction SMILES: [CH3:1][C:2]([CH3:14])([CH3:13])[C:3]([OH:12])([CH2:6][N:7]1[CH:11]=[N:10][CH:9]=[N:8]1)[C:4]#[CH:5].[Cl:15][O-].[Na+]>C(Cl)Cl>[Cl:15][C:5]#[C:4][C:3]([OH:12])([CH2:6][N:7]1[CH:11]=[N:10][CH:9]=[N:8]1)[C:2]([CH3:14])([CH3:13])[CH3:1] |f:1.2|. Reported procedure: 9,65 (50 mmol) of 4,4-dimethyl-3-hydroxy-3-[(1,2,4-triazol-1-yl)-methyl]-1-pentine in 20 ml of methylene chloride are stirred for 3 days with 400 ml (150 mmol) of a solution of sodium hypochlorite at room temperature. The reaction mixture is then extracted by shaking with methylene chloride. After drying the organic phase and stripping off the solvent in vacuo, there are obtained 9.8 g (43 mmol; 86% of theory) of 1-chloro-4,4-dimethyl-3-hydroxy-3-[(1,2,4-triazol-1-yl)-methyl]-1-pentine having a ... Starting materials: N(C(=N)N)C=1SC=C(N1)C=1OC(=CC1)C(N(C)CCCCCC)=O (2-Guanidino-4-(5-[N-n-hexyl-N-methylcarbamoyl]-2-furyl)thiazole), [OH-].[Na+] (sodium hydroxide), B#B (diborane), Cl (hydrochloric acid). Run in O1CCCC1 (tetrahydrofuran). Product: N(C(=N)N)C=1SC=C(N1)C=1OC(=CC1)CN(C)CCCCCC (2-Guanidino-4-(5-[N-n-hexyl-N-methylaminomethyl]-2-furyl)thiazole). Reaction SMILES: [NH:1]([C:5]1[S:6][CH:7]=[C:8]([C:10]2[O:11][C:12]([C:15](=O)[N:16]([CH2:18][CH2:19][CH2:20][CH2:21][CH2:22][CH3:23])[CH3:17])=[CH:13][CH:14]=2)[N:9]=1)[C:2]([NH2:4])=[NH:3].B#B.Cl.[OH-].[Na+]>O1CCCC1>[NH:1]([C:5]1[S:6][CH:7]=[C:8]([C:10]2[O:11][C:12]([CH2:15][N:16]([CH2:18][CH2:19][CH2:20][CH2:21][CH2:22][CH3:23])[CH3:17])=[CH:13][CH:14]=2)[N:9]=1)[C:2]([NH2:4])=[NH:3] |f:3.4|. Procedure: 2-Guanidino-4-(5-[N-n-hexyl-N-methylcarbamoyl]-2-furyl)thiazole (2.0 g., 4 mmole) was reduced with an excess of diborane in tetrahydrofuran substantially according to the procedure of Example 1. At the end of the reduction, 15 ml. of 6N hydrochloric acid was added and the resulting mixture was heated under reflux for 25 minutes. The cooled mixture was then made alkaline with 10N sodium hydroxide solution and the solid which precipitated was removed by filtration. The remaining aqueous phase was ... The reactants are BrC1=CC=C(C=C1)[C@@H]1[C@H](C1)C(=O)N(CC)CC ((1S,2S)-2-(4-bromophenyl)-N,N-diethylcyclopropanecarboxamide), C1CCOC1 (THF). Yields the product BrC1=CC=C(C=C1)[C@@H]1[C@H](C1)CN(CC)CC (N-(((1S,2S)-2-(4-bromophenyl)cyclopropyl)methyl)-N-ethylethanamine). Reaction SMILES: [Br:1][C:2]1[CH:7]=[CH:6][C:5]([C@H:8]2[CH2:10][C@@H:9]2[C:11]([N:13]([CH2:16][CH3:17])[CH2:14][CH3:15])=O)=[CH:4][CH:3]=1.C1COCC1>>[Br:1][C:2]1[CH:3]=[CH:4][C:5]([C@H:8]2[CH2:10][C@@H:9]2[CH2:11][N:13]([CH2:16][CH3:17])[CH2:14][CH3:15])=[CH:6][CH:7]=1. Reported procedure: Following the general procedure, reaction of 6c (3.55 g assayed, 12.0 mmol) with 1 M BH3 in THF (42.0 mL, 42.0 mmol) afforded 7c in an assay yield of 2.98 g (10.6 mmol, 88% assay yield, 99% peak area). A sample was concentrated in vacuo to an oil to provide the standard. The reactants are O=C([O-])O, CCOC(C)=O, O=C(Cl)c1ccc(F)cc1, N#Cc1ccc([N+](=O)[O-])cc1N, [Na+], C1CCOC1, c1ccncc1. Product: N#Cc1ccc([N+](=O)[O-])cc1NC(=O)c1ccc(F)cc1. RXN SMILES: [C:40](=[O:41])([O-:42])[OH:43].[CH3:34][CH2:35][O:36][C:37](=[O:38])[CH3:39].[F:19][c:20]1[cH:21][cH:22][c:23]([C:24](=[O:25])[Cl:26])[cH:27][cH:28]1.[NH2:1][c:2]1[c:3]([C:4]#[N:5])[cH:6][cH:7][c:8]([N+:10](=[O:11])[O-:12])[cH:9]1.[Na+:44].[O:29]1[CH2:30][CH2:31][CH2:32][CH2:33]1.[cH:13]1[cH:14][cH:15][n:16][cH:17][cH:18]1>>[NH:1]([c:2]1[c:3]([C:4]#[N:5])[cH:6][cH:7][c:8]([N+:10](=[O:11])[O-:12])[cH:9]1)[C:24]([c:23]1[cH:22][cH:21][c:20]([F:19])[cH:28][cH:27]1)=[O:25].